Dataset: the Open Reaction Database (ORD), a public repository of structured organic reaction records. Task: describe an organic reaction: reactants, conditions, products, and yield Reaction SMILES: [B:21]([Cl:22])([Cl:23])[Cl:24].[CH3:1][O:2][c:3]1[cH:4][c:5]([O:19][CH3:20])[cH:6][c:7]2[c:8]1[C:9](=[O:18])[CH2:10][C:11]1([O:12]2)[CH2:13][CH2:14][CH2:15][CH2:16][CH2:17]1.[Cl:26][CH2:27][Cl:28].[OH2:25]>>[OH:2][c:3]1[cH:4][c:5]([O:19][CH3:20])[cH:6][c:7]2[c:8]1[C:9](=[O:18])[CH2:10][C:11]1([O:12]2)[CH2:13][CH2:14][CH2:15][CH2:16][CH2:17]1. The reactants are ClB(Cl)Cl, COc1cc(OC)c2c(c1)OC1(CCCCC1)CC2=O, ClCCl, O. Yields the product COc1cc(O)c2c(c1)OC1(CCCCC1)CC2=O. Reactants: CC(C)(C)ON, CC1(C(=O)O)COCCC1NS(=O)(=O)c1ccc(OCc2ccccc2)cc1, CCOC(C)=O, CCN(C(C)C)C(C)C, Cl, CN(C)C=O. The product is CC(C)(C)ONC(=O)C1(C)COCCC1NS(=O)(=O)c1ccc(OCc2ccccc2)cc1. RXN SMILES: [C:39]([CH3:40])([CH3:41])([CH3:42])[O:43][NH2:44].[CH2:1]([c:2]1[cH:3][cH:4][cH:5][cH:6][cH:7]1)[O:8][c:9]1[cH:10][cH:11][c:12]([S:15](=[O:16])(=[O:17])[NH:18][CH:19]2[C:20]([C:25](=[O:26])[OH:27])([CH3:28])[CH2:21][O:22][CH2:23][CH2:24]2)[cH:13][cH:14]1.[CH3:50][CH2:51][O:52][C:53](=[O:54])[CH3:55].[CH:29]([N:30]([CH2:31][CH3:32])[CH:33]([CH3:34])[CH3:35])([CH3:36])[CH3:37].[ClH:38].[O:45]=[CH:46][N:47]([CH3:48])[CH3:49]>>[CH2:1]([c:2]1[cH:3][cH:4][cH:5][cH:6][cH:7]1)[O:8][c:9]1[cH:10][cH:11][c:12]([S:15](=[O:16])(=[O:17])[NH:18][CH:19]2[C:20]([C:25](=[O:26])[NH:44][O:43][C:39]([CH3:40])([CH3:41])[CH3:42])([CH3:28])[CH2:21][O:22][CH2:23][CH2:24]2)[cH:13][cH:14]1. The reactants are N#CN (cyanamide), C(C)(C)(C)OC(N(CCOC1=CC=C(C=C1)N=C=S)CC)=O (ethyl-[2-(4-isothiocyanato-phenoxy)-ethyl]-carbamic acid tert-butyl ester), BrCC(=O)C1=CC(=CC=C1)F (2-bromo-1-(3-fluorophenyl)ethanone). Yields the product NC=1N=C(SC1C(=O)C1=CC(=CC=C1)F)NC1=CC=C(C=C1)OCCNCC ([4-Amino-2-[4-(2-ethylamino-ethoxy)-phenylamino]-thiazol-5-yl]-(3-fluoro-phenyl)-methanone). As a reaction SMILES: [N:1]#[C:2][NH2:3].C(OC(=O)[N:10]([CH2:23][CH3:24])[CH2:11][CH2:12][O:13][C:14]1[CH:19]=[CH:18][C:17]([N:20]=[C:21]=[S:22])=[CH:16][CH:15]=1)(C)(C)C.Br[CH2:27][C:28]([C:30]1[CH:35]=[CH:34][CH:33]=[C:32]([F:36])[CH:31]=1)=[O:29]>>[NH2:1][C:2]1[N:3]=[C:21]([NH:20][C:17]2[CH:16]=[CH:15][C:14]([O:13][CH2:12][CH2:11][NH:10][CH2:23][CH3:24])=[CH:19][CH:18]=2)[S:22][C:27]=1[C:28]([C:30]1[CH:35]=[CH:34][CH:33]=[C:32]([F:36])[CH:31]=1)=[O:29]. Procedure details: This compound was prepared from cyanamide, ethyl-[2-(4-isothiocyanato-phenoxy)-ethyl]-carbamic acid tert-butyl ester of Example 129D and 2-bromo-1-(3-fluorophenyl)ethanone (Maybridge Chemical) following a procedure similar to Example 123. Mass spectrum (ES) MH+=401. Reactants: ClCCl, Cl, COC(=O)C1(CCCc2c(F)cnc3ccc(OC)cc23)CCN(CC=Cc2cc(F)ccc2F)C1, [Na+], C1COCCO1, [OH-], O. The product is COc1ccc2ncc(F)c(CCCC3(C(=O)O)CCN(CC=Cc4cc(F)ccc4F)C3)c2c1. Reaction SMILES: [Cl:47][CH2:48][Cl:49].[ClH:39].[F:3][c:4]1[c:5]([CH:11]=[CH:12][CH2:13][N:14]2[CH2:15][C:16]([C:19](=[O:20])[O:21][CH3:22])([CH2:23][CH2:24][CH2:25][c:26]3[c:27]([F:38])[cH:28][n:29][c:30]4[cH:31][cH:32][c:33]([O:36][CH3:37])[cH:34][c:35]34)[CH2:17][CH2:18]2)[cH:6][c:7]([F:10])[cH:8][cH:9]1.[Na+:2].[O:40]1[CH2:41][CH2:42][O:43][CH2:44][CH2:45]1.[OH-:1].[OH2:46]>>[F:3][c:4]1[c:5]([CH:11]=[CH:12][CH2:13][N:14]2[CH2:15][C:16]([C:19](=[O:20])[OH:21])([CH2:23][CH2:24][CH2:25][c:26]3[c:27]([F:38])[cH:28][n:29][c:30]4[cH:31][cH:32][c:33]([O:36][CH3:37])[cH:34][c:35]34)[CH2:17][CH2:18]2)[cH:6][c:7]([F:10])[cH:8][cH:9]1. Reactants: Brc1ccccn1, O=C1CCC2(CC1)OCCO2, [Li]CCCC, CCOCC. The product is OC1(c2ccccn2)CCC2(CC1)OCCO2. As a reaction SMILES: [Br:1][c:2]1[cH:3][cH:4][cH:5][cH:6][n:7]1.[CH2:13]1[CH2:14][O:15][C:16]2([CH2:17][CH2:18][C:19](=[O:22])[CH2:20][CH2:21]2)[O:23]1.[CH2:8]([Li:9])[CH2:10][CH2:11][CH3:12].[CH3:24][CH2:25][O:26][CH2:27][CH3:28]>>[c:2]1([C:19]2([OH:22])[CH2:18][CH2:17][C:16]3([O:15][CH2:14][CH2:13][O:23]3)[CH2:21][CH2:20]2)[cH:3][cH:4][cH:5][cH:6][n:7]1. Starting materials: [H-].[H-].[H-].[H-].[Li+].[Al+3] (LAH), N1C(CC2=CC=CC=C12)C(=O)N ((±)-indoline-2-carboxamide), [H-].[H-].[H-].[H-].[Li+].[Al+3] (LAH). The solvent is C1CCOC1 (THF), C1CCOC1 (THF). Conditions: time 6 hour. Product: NCC1NC2=CC=CC=C2C1 ((±)-2-(Aminomethyl)indoline). The yield is 50.6%. As a reaction SMILES: [H-].[H-].[H-].[H-].[Li+].[Al+3].[NH:7]1[C:15]2[C:10](=[CH:11][CH:12]=[CH:13][CH:14]=2)[CH2:9][CH:8]1[C:16]([NH2:18])=O>C1COCC1>[NH2:18][CH2:16][CH:8]1[CH2:9][C:10]2[C:15](=[CH:14][CH:13]=[CH:12][CH:11]=2)[NH:7]1 |f:0.1.2.3.4.5|. Procedure: LAH (20 mL, 1M solution in THF) was added dropwise through a syringe to a solution of (±)-indoline-2-carboxamide (2.2 g, 13.6 mmol) in anhydrous THF (20 mL) with cooling, and the resulting solution was refluxed under argon for 5 h. More LAH (20 mL) was added, and reflux was continued for another 6 h. 10% aqueous THF was added dropwise with cooling to destroy excess LAH, and then Et2O was added. After stirring for 10 min, the colorless precipitate was removed by filtration and washed with THF. Th... Reactants: C(=O)(O)C1=CN=CC2=CC=CC=C12 (4-carboxy-isoquinoline), [N+](=O)([O-])[O-].[K+] (potassium nitrate), N (Ammonia). The solvent is S(O)(O)(=O)=O (sulphuric acid), S(O)(O)(=O)=O (sulphuric acid). Conditions: time 16 hour. The product is C(=O)(O)C1=CN=CC2=CC=CC(=C12)[N+](=O)[O-] (4-Carboxy-5-nitro-isoquinoline). The yield is 77.9%. As a reaction SMILES: [N+:1]([O-:4])([O-])=[O:2].[K+].[C:6]([C:9]1[C:18]2[C:13](=[CH:14][CH:15]=[CH:16][CH:17]=2)[CH:12]=[N:11][CH:10]=1)([OH:8])=[O:7].N>S(=O)(=O)(O)O>[C:6]([C:9]1[C:18]2[C:13](=[CH:14][CH:15]=[CH:16][C:17]=2[N+:1]([O-:4])=[O:2])[CH:12]=[N:11][CH:10]=1)([OH:8])=[O:7] |f:0.1|. Procedure: A nitrating mixture obtained by dissolving potassium nitrate (94 g.) in concentrated sulphuric acid (d= 1.83) (750 cc.) is added dropwise, over the course of 1 hour, to a solution of 4-carboxy-isoquinoline (146.8 g.) in concentrated sulphuric acid (d= 1.83) (880 cc.). The solution obtained is kept at a temperature of about 20° C. for 16 hours and is then poured onto ice (18 kg.). Ammonia (11 N) (5.5 liters) is added gradually, whilst stirring and keeping the temperature of the mixture at between... Reactants: ClC1=CC(=C(C=C1)C=1C=C(SC1C1=C(C=C(C=C1)Cl)C(C)C)C(=O)OCC)C(C)C (ethyl 4,5-bis(4-chloro-2-isopropylphenyl)thiophene-2-carboxylate), [Li+].[OH-] (LiOH). The solvent is C1CCOC1 (THF), CO (MeOH), O (water). Product: ClC1=CC(=C(C=C1)C=1C=C(SC1C1=C(C=C(C=C1)Cl)C(C)C)C(=O)O)C(C)C (4,5-Bis(4-chloro-2-isopropylphenyl)thiophene-2-carboxylic acid). Yield: 90.8%. Reaction SMILES: [Cl:1][C:2]1[CH:7]=[CH:6][C:5]([C:8]2[CH:9]=[C:10]([C:23]([O:25]CC)=[O:24])[S:11][C:12]=2[C:13]2[CH:18]=[CH:17][C:16]([Cl:19])=[CH:15][C:14]=2[CH:20]([CH3:22])[CH3:21])=[C:4]([CH:28]([CH3:30])[CH3:29])[CH:3]=1.[Li+].[OH-]>C1COCC1.CO.O>[Cl:1][C:2]1[CH:7]=[CH:6][C:5]([C:8]2[CH:9]=[C:10]([C:23]([OH:25])=[O:24])[S:11][C:12]=2[C:13]2[CH:18]=[CH:17][C:16]([Cl:19])=[CH:15][C:14]=2[CH:20]([CH3:22])[CH3:21])=[C:4]([CH:28]([CH3:30])[CH3:29])[CH:3]=1 |f:1.2|. Reported procedure: To a solution of ethyl 4,5-bis(4-chloro-2-isopropylphenyl)thiophene-2-carboxylate (280 mg, 0.61 mmol) in THF (3 mL) and MeOH (3 mL) was added a solution of LiOH (72 mg, 3.0 mmol) in water (2 mL). The reaction was stirred at rt until complete, and then concentrated. The residue was re-dissolved in 20 mL of water and acidified with 1N aq. HCl to pH 2. The white precipitate was extracted with ethyl acetate. The organic phase was dried over anhydrous sodium sulphate and then concentrated. The residu... The reactants are O1CCOCC1 (Dioxane), C([O-])([O-])=O.[Cs+].[Cs+] (Cesium carbonate), FC(S(=O)(=O)OC=1C=CC2=C(C(=C(O2)C2=CC=C(C=C2)F)C(NC)=O)C1)(F)F (2-(4-fluorophenyl)-3-(methylcarbamoyl)benzofuran-5-yl trifluoromethanesulfonate), B(O)(O)C=1C=C(C(=O)O)C=CC1 (3-boronobenzoic acid). The reagents and catalysts are C=1C=CC(=CC1)[P](C=2C=CC=CC2)(C=3C=CC=CC3)[Pd]([P](C=4C=CC=CC4)(C=5C=CC=CC5)C=6C=CC=CC6)([P](C=7C=CC=CC7)(C=8C=CC=CC8)C=9C=CC=CC9)[P](C=1C=CC=CC1)(C=1C=CC=CC1)C=1C=CC=CC1 (Pd(Ph3P)4). The solvent is O (water). Reaction conditions: temperature 95 celsius, time 8 hour. The product is FC1=CC=C(C=C1)C=1OC2=C(C1C(NC)=O)C=C(C=C2)C=2C=C(C(=O)O)C=CC2 (3-(2-(4-Fluorophenyl)-3-(methylcarbamoyl)benzofuran-5-yl)benzoic acid). As a reaction SMILES: C(=O)([O-])[O-].[Cs+].[Cs+].FC(F)(F)S(O[C:13]1[CH:14]=[CH:15][C:16]2[O:20][C:19]([C:21]3[CH:26]=[CH:25][C:24]([F:27])=[CH:23][CH:22]=3)=[C:18]([C:28](=[O:31])[NH:29][CH3:30])[C:17]=2[CH:32]=1)(=O)=O.B([C:38]1[CH:39]=[C:40]([CH:44]=[CH:45][CH:46]=1)[C:41]([OH:43])=[O:42])(O)O.O1CCOCC1>C1C=CC([P]([Pd]([P](C2C=CC=CC=2)(C2C=CC=CC=2)C2C=CC=CC=2)([P](C2C=CC=CC=2)(C2C=CC=CC=2)C2C=CC=CC=2)[P](C2C=CC=CC=2)(C2C=CC=CC=2)C2C=CC=CC=2)(C2C=CC=CC=2)C2C=CC=CC=2)=CC=1.O>[F:27][C:24]1[CH:25]=[CH:26][C:21]([C:19]2[O:20][C:16]3[CH:15]=[CH:14][C:13]([C:38]4[CH:39]=[C:40]([CH:44]=[CH:45][CH:46]=4)[C:41]([OH:43])=[O:42])=[CH:32][C:17]=3[C:18]=2[C:28](=[O:31])[NH:29][CH3:30])=[CH:22][CH:23]=1 |f:0.1.2,^1:56,58,77,96|. Reported procedure: Cesium carbonate (3.5 g, 10.7 mmol) was added to Pd(Ph3P)4 (108 mg, 0.093 mmol), 2-(4-fluorophenyl)-3-(methylcarbamoyl)benzofuran-5-yl trifluoromethanesulfonate (3.0 g, 7.19 mmol), 3-boronobenzoic acid (1.97 g, 11.86 mmol). Dioxane (60 ml) and water (12 ml) was added at rt. The reaction was degassed 3× and then heated to 95° C. and allowed to stir overnight. It was allowed to cool to rt. The mixture was diluted with EtOAc and washed with 1M HCl, and sat NaCl. The precipitate that formed was filt... The product is CCCN(C(=O)C(F)(F)F)C1CCc2ccc(O)cc2C1. The reactants are ClB(Cl)Cl, CCCC[N+](CCCC)(CCCC)CCCC, ClCCl, CCCN(C(=O)C(F)(F)F)C1CCc2ccc(OC)cc2C1, [I-]. RXN SMILES: [B:23]([Cl:24])([Cl:25])[Cl:26].[CH2:28]([N+:29]([CH2:30][CH2:31][CH2:32][CH3:33])([CH2:34][CH2:35][CH2:36][CH3:37])[CH2:38][CH2:39][CH2:40][CH3:41])[CH2:42][CH2:43][CH3:44].[Cl:45][CH2:46][Cl:47].[F:1][C:2]([C:3](=[O:4])[N:5]([CH2:6][CH2:7][CH3:8])[CH:9]1[CH2:10][c:11]2[cH:12][c:13]([O:19][CH3:20])[cH:14][cH:15][c:16]2[CH2:17][CH2:18]1)([F:21])[F:22].[I-:27]>>[F:1][C:2]([C:3](=[O:4])[N:5]([CH2:6][CH2:7][CH3:8])[CH:9]1[CH2:10][c:11]2[cH:12][c:13]([OH:19])[cH:14][cH:15][c:16]2[CH2:17][CH2:18]1)([F:21])[F:22].